From a dataset of the Open Reaction Database (ORD), a public repository of structured organic reaction records. describe an organic reaction: reactants, conditions, products, and yield The reagents and catalysts are C(C)(=O)[O-].[Pd+2].C(C)(=O)[O-] (palladium acetate). Solvent: C(C)N(CC)CC (triethylamine). The reactants are BrC1=CC=C(C=C1)C(=O)C=1C2=C(SC1C1=CC=C(C=C1)O)C=C(C=C2)O (4-Bromophenyl-[6-Hydroxy-2-(4-hydroxyphenyl)benzo[b]thien-3-yl]methanone), C1(=C(C=CC=C1)P(C1=C(C=CC=C1)C)C1=C(C=CC=C1)C)C (tri-o-tolylphosphine), C(C)N(C(C=C)=O)CC (N,N-diethyl acrylamide), C(C)#N (acetonitrile). Procedure details: To a screw cap seal tube is added 0.83 g (2.0 mmol) of the product from Example 2, 0.25 g (0.82 mmol) of tri-o-tolylphosphine, 0.30 g (2.3 mmol) of N,N-diethyl acrylamide, 0.045 g (0.21 mmol) of palladium acetate, 40 mL of acetonitrile and 4 mL of triethylamine. The solution was purged with nitrogen then capped and heated to 85° C. for 15 hours. At the end of this time, the solution was concentrated, then taken up in 100 mL of water:ethyl acetate (1:2). The organic layer was separated and the wa... Run at temperature 85 celsius. Product: C(C)N(C(\C=C\C1=CC=C(C=C1)C(=O)C=1C2=C(SC1C1=CC=C(C=C1)O)C=C(C=C2)O)=O)CC ((E)-N,N-Diethyl-3-{4-[6-hydroxy-2-(4-hydroxyphenyl)benzo[b]thiophene-3-carbonyl]phenyl}acrylamide). The yield is 55.1%. As a reaction SMILES: Br[C:2]1[CH:7]=[CH:6][C:5]([C:8]([C:10]2[C:11]3[CH:25]=[CH:24][C:23]([OH:26])=[CH:22][C:12]=3[S:13][C:14]=2[C:15]2[CH:20]=[CH:19][C:18]([OH:21])=[CH:17][CH:16]=2)=[O:9])=[CH:4][CH:3]=1.C1(C)C=CC=CC=1P(C1C=CC=CC=1C)C1C=CC=CC=1C.[CH2:49]([N:51]([CH2:56][CH3:57])[C:52](=[O:55])[CH:53]=[CH2:54])[CH3:50].C(#N)C>C([O-])(=O)C.[Pd+2].C([O-])(=O)C.C(N(CC)CC)C>[CH2:49]([N:51]([CH2:56][CH3:57])[C:52](=[O:55])/[CH:53]=[CH:54]/[C:2]1[CH:3]=[CH:4][C:5]([C:8]([C:10]2[C:11]3[CH:25]=[CH:24][C:23]([OH:26])=[CH:22][C:12]=3[S:13][C:14]=2[C:15]2[CH:20]=[CH:19][C:18]([OH:21])=[CH:17][CH:16]=2)=[O:9])=[CH:6][CH:7]=1)[CH3:50] |f:4.5.6|. Starting materials: C1(CC1)C=1C=C2C(=NC1N(S(=O)(=O)C)CCCCC(C(=O)O)S(=O)(=O)C)OC(=C2C(NC)=O)C2=CC=C(C=C2)C (6-(N-(5-cyclopropyl-3-(methylcarbamoyl)-2-(p-tolyl)furo[2,3-b]pyridin-6-yl)methylsulfonamido)-2-(methylsulfonyl)hexanoic acid), O=C(CC(=O)OCC)C (ethyl 3-oxobutanoate), BrCCCCN(S(=O)(=O)C)C1=C(C=C2C(=N1)OC(=C2C(=O)NC)C2=CC=C(C=C2)C)C2CC2 (6-(N-(4-bromobutyl)methylsulfonamido)-5-cyclopropyl-N-methyl-2-(p-tolyl)furo[2,3-b]pyridine-3-carboxamide). Yields the product C1(CC1)C=1C=C2C(=NC1N(S(=O)(=O)C)CCCC/C(/C(=O)O)=C(\C)/O)OC(=C2C(NC)=O)C2=CC=C(C=C2)C ((Z)-6-(N-(5-cyclopropyl-3-(methylcarbamoyl)-2-(p-tolyl)furo[2,3-b]pyridin-6-yl)methylsulfonamido)-2-(1-hydroxyethylidene)hexanoic acid). As a reaction SMILES: [CH:1]1([C:4]2[CH:5]=[C:6]3[C:29]([C:30](=[O:33])[NH:31][CH3:32])=[C:28]([C:34]4[CH:39]=[CH:38][C:37]([CH3:40])=[CH:36][CH:35]=4)[O:27][C:7]3=[N:8][C:9]=2[N:10]([CH2:15][CH2:16][CH2:17][CH2:18][CH:19](S(C)(=O)=O)[C:20]([OH:22])=[O:21])[S:11]([CH3:14])(=[O:13])=[O:12])[CH2:3][CH2:2]1.[O:41]=[C:42](C)[CH2:43]C(OCC)=O.BrCCCCN(C1N=C2OC(C3C=CC(C)=CC=3)=C(C(NC)=O)C2=CC=1C1CC1)S(C)(=O)=O>>[CH:1]1([C:4]2[CH:5]=[C:6]3[C:29]([C:30](=[O:33])[NH:31][CH3:32])=[C:28]([C:34]4[CH:35]=[CH:36][C:37]([CH3:40])=[CH:38][CH:39]=4)[O:27][C:7]3=[N:8][C:9]=2[N:10]([CH2:15][CH2:16][CH2:17][CH2:18]/[C:19](=[C:42](/[OH:41])\[CH3:43])/[C:20]([OH:22])=[O:21])[S:11]([CH3:14])(=[O:13])=[O:12])[CH2:3][CH2:2]1. Procedure: Prepared similarly to Example 46 6-(N-(5-cyclopropyl-3-(methylcarbamoyl)-2-(p-tolyl)furo[2,3-b]pyridin-6-yl)methylsulfonamido)-2-(methylsulfonyl)hexanoic acid, by using ethyl 3-oxobutanoate in the alkylation with 6-(N-(4-bromobutyl)methylsulfonamido)-5-cyclopropyl-N-methyl-2-(p-tolyl)furo[2,3-b]pyridine-3-carboxamide, followed by hydrolysis. Starting materials: N#Cc1cccc(C(=O)CC(=O)Nc2cc(-n3ccc(-c4ccccc4)c3)ccc2[N+](=O)[O-])c1, C1CCOC1, O. The product is N#Cc1cccc(C2=Nc3ccc(-n4ccc(-c5ccccc5)c4)cc3NC(=O)C2)c1. RXN SMILES: [C:1](#[N:2])[c:3]1[cH:4][c:5]([C:9]([CH2:10][C:11](=[O:12])[NH:13][c:14]2[c:15]([N+:31]([O-:33])=[O:34])[cH:16][cH:17][c:18](-[n:20]3[cH:21][c:22](-[c:25]4[cH:26][cH:27][cH:28][cH:29][cH:30]4)[cH:23][cH:24]3)[cH:19]2)=[O:32])[cH:6][cH:7][cH:8]1.[CH2:35]1[O:36][CH2:37][CH2:38][CH2:39]1.[OH2:40]>>[C:1](#[N:2])[c:3]1[cH:4][c:5]([C:9]2=[N:31][c:15]3[c:14]([cH:19][c:18](-[n:20]4[cH:21][c:22](-[c:25]5[cH:26][cH:27][cH:28][cH:29][cH:30]5)[cH:23][cH:24]4)[cH:17][cH:16]3)[NH:13][C:11](=[O:12])[CH2:10]2)[cH:6][cH:7][cH:8]1. The reactants are O (Water), COC(=O)C1=CC=C2C(=CNC2=C1)C (6-(Methoxycarbonyl)-3-methylindole), ClC1=C(CCl)C=CC(=C1)Cl (2,4-dichlorobenzyl chloride), [H-].[Na+] (sodium hydride). Solvent: CN(C=O)C (N,N-dimethylformamide). Run at time 1.5 hour. Product: ClC1=C(CN2C=C(C3=CC=C(C=C23)C(=O)OC)C)C=CC(=C1)Cl (1-(2,4-dichlorobenzyl)-6-(methoxycarbonyl)-3-methylindole). Isolated yield 79.1%. Reaction SMILES: [CH3:1][O:2][C:3]([C:5]1[CH:13]=[C:12]2[C:8]([C:9]([CH3:14])=[CH:10][NH:11]2)=[CH:7][CH:6]=1)=[O:4].[H-].[Na+].[Cl:17][C:18]1[CH:25]=[C:24]([Cl:26])[CH:23]=[CH:22][C:19]=1[CH2:20]Cl.O>CN(C)C=O>[Cl:17][C:18]1[CH:25]=[C:24]([Cl:26])[CH:23]=[CH:22][C:19]=1[CH2:20][N:11]1[C:12]2[C:8](=[CH:7][CH:6]=[C:5]([C:3]([O:2][CH3:1])=[O:4])[CH:13]=2)[C:9]([CH3:14])=[CH:10]1 |f:1.2|. Reported procedure: 6-(Methoxycarbonyl)-3-methylindole (0.57 g) is dissolved in N,N-dimethylformamide (10 ml), to which is added sodium hydride (60% oily, 0.145 g) With cooling with ice. Then, 2,4-dichlorobenzyl chloride (0.707 g) is added thereto, and stirred at room temperature for 1.5 hours. Water is added to the reaction mixture, which is then extracted with ethyl acetate. The organic layer is washed with a saturated saline solution, and dried with anhydrous magnesium sulfate. The drying agent is removed throug... The reactants are O=C([O-])[O-], CCO, C=CS(=O)(=O)Oc1cc([N+](=O)[O-])c(Cl)cc1C, [K+], [K+], O, O=C(O)CC(O)(CC(=O)O)C(=O)O. Product: Cc1cc(Cl)c([N+](=O)[O-])cc1O. Reaction SMILES: [C:18](=[O:19])([O-:20])[O-:21].[CH2:38]([OH:39])[CH3:40].[Cl:1][c:2]1[cH:3][c:4]([CH3:17])[c:5]([O:11][S:12]([CH:13]=[CH2:14])(=[O:15])=[O:16])[cH:6][c:7]1[N+:8](=[O:9])[O-:10].[K+:22].[K+:23].[OH2:37].[OH:24][C:25]([CH2:26][C:27]([C:28](=[O:29])[OH:30])([CH2:31][C:32](=[O:33])[OH:34])[OH:35])=[O:36]>>[Cl:1][c:2]1[cH:3][c:4]([CH3:17])[c:5]([OH:11])[cH:6][c:7]1[N+:8](=[O:9])[O-:10]. Reactants: C(C)N1C(C(C(C2=CC(=CC(=C12)C)NC1=C(C=C(C=C1)OC)C)=O)C(=O)OC)=O (Methyl 1-ethyl-6-(4-methoxy-2-methylphenylamino)-8-methyl-4-oxo-1,4-dihydroquinolone-3-carboxylate), [OH-].[Na+] (NaOH). The solvent is O1CCOCC1 (dioxane). Reaction conditions: temperature 60 celsius. Yields the product C(C)N1C(C(C(C2=CC(=CC(=C12)C)NC1=C(C=C(C=C1)OC)C)=O)C(=O)O)=O (1-Ethyl-6-(4-methoxy-2-methylphenylamino)-8-methyl-4-oxo-1,4-dihydroquinolone-3-carboxylic acid). Reaction SMILES: [CH2:1]([N:3]1[C:12]2[C:7](=[CH:8][C:9]([NH:14][C:15]3[CH:20]=[CH:19][C:18]([O:21][CH3:22])=[CH:17][C:16]=3[CH3:23])=[CH:10][C:11]=2[CH3:13])[C:6](=[O:24])[CH:5]([C:25]([O:27]C)=[O:26])[C:4]1=[O:29])[CH3:2].[OH-].[Na+]>O1CCOCC1>[CH2:1]([N:3]1[C:12]2[C:7](=[CH:8][C:9]([NH:14][C:15]3[CH:20]=[CH:19][C:18]([O:21][CH3:22])=[CH:17][C:16]=3[CH3:23])=[CH:10][C:11]=2[CH3:13])[C:6](=[O:24])[CH:5]([C:25]([OH:27])=[O:26])[C:4]1=[O:29])[CH3:2] |f:1.2|. Procedure: Methyl 1-ethyl-6-(4-methoxy-2-methylphenylamino)-8-methyl-4-oxo-1,4-dihydroquinolone-3-carboxylate (30 mg) was dissolved in 5 ml of dioxane, 2.5 equivalents of a 1 N NaOH solution were added, and the mixture was heated at 60° C. for 4 h. Removal of the solvent in vacuo was followed by chromatography on an HPLC system to purify the product. This entailed use of a Merck Purospher-RP18 column and an acetonitrile:water mixture as eluent; the initial acetonitrile content was 15% and rose to 95% over ... Starting materials: CC1=CC=C(C=C1)S(=O)(=O)OCC[C@H]1[C@H](C1)C1CCN(CC1)C1=NC=C(C=N1)Cl (2-{(1S,2R)-2-[1-(5-chloropyrimidin-2-yl)piperidin-4-yl]cyclopropyl}ethyl 4-methylbenzenesulfonate), C(C)(C)(C)OC(=O)NC=1C=C(C(=NC1)N(C(=O)OC(C)(C)C)C(=O)OC(C)(C)C)C (di-tert-butyl {5-[(tert-butoxycarbonyl)amino]-3-methylpyridin-2-yl}imidodicarbonate). Product: ClC=1C=NC(=NC1)N1CCC(CC1)[C@@H]1[C@@H](C1)CCNC1=NC=C(C=C1C)N (N-(2-{(1S,2S)-2-[1-(5-chloropyrimidin-2-yl)piperidin-4-yl]cyclopropyl}ethyl)-3-methylpyridine-2,5-diamine). As a reaction SMILES: CC1C=CC(S(O[CH2:12][CH2:13][C@@H:14]2[CH2:16][C@@H:15]2[CH:17]2[CH2:22][CH2:21][N:20]([C:23]3[N:28]=[CH:27][C:26]([Cl:29])=[CH:25][N:24]=3)[CH2:19][CH2:18]2)(=O)=O)=CC=1.C(OC([NH:37][C:38]1[CH:39]=[C:40]([CH3:59])[C:41]([N:44](C(OC(C)(C)C)=O)C(OC(C)(C)C)=O)=[N:42][CH:43]=1)=O)(C)(C)C>>[Cl:29][C:26]1[CH:27]=[N:28][C:23]([N:20]2[CH2:19][CH2:18][CH:17]([C@H:15]3[CH2:16][C@H:14]3[CH2:13][CH2:12][NH:44][C:41]3[C:40]([CH3:59])=[CH:39][C:38]([NH2:37])=[CH:43][N:42]=3)[CH2:22][CH2:21]2)=[N:24][CH:25]=1. Reported procedure: The title compound was synthesized by procedure analogous to Step 2 of Example 11 from 2-{(1S,2R)-2-[1-(5-chloropyrimidin-2-yl)piperidin-4-yl]cyclopropyl}ethyl 4-methylbenzenesulfonate from Step 1 of Example 5 and di-tert-butyl {5-[(tert-butoxycarbonyl)amino]-3-methylpyridin-2-yl}imidodicarbonate from Step 2 of this example.